From a dataset of the Open Reaction Database (ORD), a public repository of structured organic reaction records. describe an organic reaction: reactants, conditions, products, and yield Reactants: C(C)(C)(C)OC(=O)CP(C1=CC=CC=C1)(C1=CC=CC=C1)C1=CC=CC=C1 (tertbutoxycarbonylmethyltriphenylphosphorane), C(=O)C1=C(NC2=CC(=CC(=C12)Cl)Cl)C(=O)OCC (ethyl 3-formyl-4,6-dichloroindole-2-carboxylate). Product: C(C)(C)(C)OC(=O)C=CC1=C(NC2=CC(=CC(=C12)Cl)Cl)C(=O)OCC (Ethyl 3-[2-(tertbutoxycarbonyl)ethenyl]-4,6-dichloroindole-2-carboxylate). The yield is 67.8%. Reaction SMILES: [C:1]([O:5][C:6]([CH2:8]P(C1C=CC=CC=1)(C1C=CC=CC=1)C1C=CC=CC=1)=[O:7])([CH3:4])([CH3:3])[CH3:2].[CH:28]([C:30]1[C:38]2[C:33](=[CH:34][C:35]([Cl:40])=[CH:36][C:37]=2[Cl:39])[NH:32][C:31]=1[C:41]([O:43][CH2:44][CH3:45])=[O:42])=O>>[C:1]([O:5][C:6]([CH:8]=[CH:28][C:30]1[C:38]2[C:33](=[CH:34][C:35]([Cl:40])=[CH:36][C:37]=2[Cl:39])[NH:32][C:31]=1[C:41]([O:43][CH2:44][CH3:45])=[O:42])=[O:7])([CH3:4])([CH3:3])[CH3:2]. Procedure: A solution of tertbutoxycarbonylmethyltriphenylphosphorane (5.33 g) and ethyl 3-formyl-4,6-dichloroindole-2-carboxylate (3 g) in dioxanlacetonitrile (1;1; 60 ml) was stirred at 60° for 7 hours. The solvent was evaported under reduced pressure and the residual oil was purified by chromatography, eluting with cyclohexane and ethyl acetate 7/3, to obtain the title compound (2,73 g) tlc EA/CH: 3/7; Rf=0.35. Reactants: C1(=CC=C(C=C1)S(=O)(=O)OC[C@H](COCC1=CC=CC=C1)OCP(=O)(C(C)C)C(C)C)C ((2S)-2-[(Diisopropylphosphoryl)methoxy]-3-benzyloxy-propyl p-tolylsulfonate). Reagents/catalysts: [Pd] (Palladium on carbon). Solvent: CO (methanol). Conditions: time 24 hour. Product: C1(=CC=C(C=C1)S(=O)(=O)OC[C@H](CO)OCP(=O)(C(C)C)C(C)C)C ((2S)-2-[(Diisopropylphosphoryl)methoxy]-3-hydroxypropyl p-tolylsulfonate). The yield is 87.6%. RXN SMILES: [C:1]1([CH3:32])[CH:6]=[CH:5][C:4]([S:7]([O:10][CH2:11][C@@H:12]([O:22][CH2:23][P:24]([CH:29]([CH3:31])[CH3:30])([CH:26]([CH3:28])[CH3:27])=[O:25])[CH2:13][O:14]CC2C=CC=CC=2)(=[O:9])=[O:8])=[CH:3][CH:2]=1>[Pd].CO>[C:1]1([CH3:32])[CH:6]=[CH:5][C:4]([S:7]([O:10][CH2:11][C@@H:12]([O:22][CH2:23][P:24]([CH:29]([CH3:31])[CH3:30])([CH:26]([CH3:27])[CH3:28])=[O:25])[CH2:13][OH:14])(=[O:9])=[O:8])=[CH:3][CH:2]=1. Procedure details: 10% Palladium on carbon (1.05 g) was added to a solution of 7 (11.5 g, 22.4 mmol) in methanol (150 ml) and the mixture was hydrogenated at room temperature under atmospheric pressure for 24 h. The solid was filtered off through Celite, washed with methanol (2×100 ml) and combined filtrates were concentrated in vacuo. The syrupy residue was chromatographed on a column of silica gel (400 ml) in ethyl acetate. Product containing fractions were evaporated to give 7.7 g (81%) of compound 8 as a color... The reactants are CCCC(CCC)C(=O)[O-], CCCC(CCC)C(=O)[O-], CCCC(CCC)C(=O)O, [Mg+2], O, C[N+](C)(C)CC(O)CC(=O)[O-], C[N+](C)(C)CC(O)CC(=O)[O-]. The product is CCCC(CCC)C(=O)[O-], [Mg], C[N+](C)(C)CC(O)CC(=O)[O-]. Reaction SMILES: [C:1]([CH:2]([CH2:3][CH2:4][CH3:5])[CH2:6][CH2:7][CH3:8])(=[O:9])[O-:10].[C:23]([O-:24])(=[O:25])[CH:26]([CH2:27][CH2:28][CH3:29])[CH2:30][CH2:31][CH3:32].[CH3:44][CH2:45][CH2:46][CH:47]([C:48](=[O:49])[OH:50])[CH2:51][CH2:52][CH3:53].[Mg+2:11].[OH2:54].[OH:12][CH:13]([CH2:14][N+:15]([CH3:16])([CH3:17])[CH3:18])[CH2:19][C:20]([O-:21])=[O:22].[OH:33][CH:34]([CH2:35][C:36](=[O:37])[O-:38])[CH2:39][N+:40]([CH3:41])([CH3:42])[CH3:43]>>[C:1]([CH:2]([CH2:3][CH2:4][CH3:5])[CH2:6][CH2:7][CH3:8])(=[O:9])[O-:10].[Mg:11].[OH:12][CH:13]([CH2:14][N+:15]([CH3:16])([CH3:17])[CH3:18])[CH2:19][C:20](=[O:21])[O-:22]. Starting materials: CCOC(=O)c1cncc(Br)c1, COCCOC, CN(C)C=O, OB(O)c1ccc(OC(F)(F)F)cc1, [Na+], [Na+], O=C([O-])[O-], O, c1ccc(P(c2ccccc2)(c2ccccc2)[Pd](P(c2ccccc2)(c2ccccc2)c2ccccc2)(P(c2ccccc2)(c2ccccc2)c2ccccc2)P(c2ccccc2)(c2ccccc2)c2ccccc2)cc1. Yields the product CCOC(=O)c1cncc(-c2ccc(OC(F)(F)F)cc2)c1. As a reaction SMILES: [Br:1][c:2]1[cH:3][n:4][cH:5][c:6]([C:7](=[O:8])[O:9][CH2:10][CH3:11])[cH:12]1.[CH3:33][O:34][CH2:35][CH2:36][O:37][CH3:38].[CH3:40][N:41]([CH3:42])[CH:43]=[O:44].[F:13][C:14]([O:15][c:16]1[cH:17][cH:18][c:19]([B:22]([OH:23])[OH:24])[cH:20][cH:21]1)([F:25])[F:26].[Na+:27].[Na+:28].[O-:29][C:30](=[O:31])[O-:32].[OH2:39].[cH:45]1[cH:46][cH:47][c:48]([P:49]([Pd:50]([P:51]([c:52]2[cH:53][cH:54][cH:55][cH:56][cH:57]2)([c:58]2[cH:59][cH:60][cH:61][cH:62][cH:63]2)[c:64]2[cH:65][cH:66][cH:67][cH:68][cH:69]2)([P:70]([c:71]2[cH:72][cH:73][cH:74][cH:75][cH:76]2)([c:77]2[cH:78][cH:79][cH:80][cH:81][cH:82]2)[c:83]2[cH:84][cH:85][cH:86][cH:87][cH:88]2)[P:89]([c:90]2[cH:91][cH:92][cH:93][cH:94][cH:95]2)([c:96]2[cH:97][cH:98][cH:99][cH:100][cH:101]2)[c:102]2[cH:103][cH:104][cH:105][cH:106][cH:107]2)([c:108]2[cH:109][cH:110][cH:111][cH:112][cH:113]2)[c:114]2[cH:115][cH:116][cH:117][cH:118][cH:119]2)[cH:120][cH:121]1>>[c:2]1(-[c:19]2[cH:18][cH:17][c:16]([O:15][C:14]([F:13])([F:25])[F:26])[cH:21][cH:20]2)[cH:3][n:4][cH:5][c:6]([C:7](=[O:8])[O:9][CH2:10][CH3:11])[cH:12]1. Starting materials: FC(C(=O)NC[C@H]1CC[C@H](CC1)NC1=NC(=NC2=CC=C(C=C12)OC)C=CC1=NC=CC=C1)(F)F (cis-4-trifluoroacetylaminomethyl-N-{2-[2-(2-pyridyl)ethenyl]-6-methoxyquinazolin-4-yl}cyclohexylamine), C([O-])([O-])=O.[K+].[K+] (potassium carbonate). Solvent: O (water), O (water), CO (methanol). Run at time 15 hour. Product: NC[C@H]1CC[C@H](CC1)NC1=NC(=NC2=CC=C(C=C12)OC)C=CC1=NC=CC=C1 (cis-4-Aminomethyl-N-{2-[2-(2-pyridyl)ethenyl]-6-methoxyquinazolin-4-yl}cyclohexylamine). As a reaction SMILES: FC(F)(F)C([NH:5][CH2:6][C@@H:7]1[CH2:12][CH2:11][C@H:10]([NH:13][C:14]2[C:23]3[C:18](=[CH:19][CH:20]=[C:21]([O:24][CH3:25])[CH:22]=3)[N:17]=[C:16]([CH:26]=[CH:27][C:28]3[CH:33]=[CH:32][CH:31]=[CH:30][N:29]=3)[N:15]=2)[CH2:9][CH2:8]1)=O.C(=O)([O-])[O-].[K+].[K+]>CO.O>[NH2:5][CH2:6][C@@H:7]1[CH2:12][CH2:11][C@H:10]([NH:13][C:14]2[C:23]3[C:18](=[CH:19][CH:20]=[C:21]([O:24][CH3:25])[CH:22]=3)[N:17]=[C:16]([CH:26]=[CH:27][C:28]3[CH:33]=[CH:32][CH:31]=[CH:30][N:29]=3)[N:15]=2)[CH2:9][CH2:8]1 |f:1.2.3|. Reported procedure: A solution of cis-4-trifluoroacetylaminomethyl-N-{2-[2-(2-pyridyl)ethenyl]-6-methoxyquinazolin-4-yl}cyclohexylamine in 45 mL of methanol and 5 mL of water was combined with 414 mg of potassium carbonate, and stirred at room temperature for 15 hours. The reaction solution was combined with water, extracted with chloroform, and then dried over sodium sulfate and concentrated. The residue was purified by column chromatography on silica gel (chloroform:methanol:aqueous ammonia=100:10:1) to obtain 12... The reactants are COC(=O)C=CC(=O)C=Cc1ccc(OC)cc1, CCOC(C)=O, [K+], O=P([O-])([O-])[O-], [OH-]. The product is COc1ccc(C=CC(=O)C=CC(=O)O)cc1. RXN SMILES: [CH3:1][O:2][c:3]1[cH:4][cH:5][c:6]([CH:9]=[CH:10][C:11]([CH:12]=[CH:13][C:14](=[O:15])[O:16][CH3:17])=[O:18])[cH:7][cH:8]1.[CH3:26][CH2:27][O:28][C:29](=[O:30])[CH3:31].[K+:20].[O-:21][P:22](=[O:23])([O-:24])[O-:25].[OH-:19]>>[CH3:1][O:2][c:3]1[cH:4][cH:5][c:6]([CH:9]=[CH:10][C:11]([CH:12]=[CH:13][C:14](=[O:15])[OH:16])=[O:18])[cH:7][cH:8]1. Starting materials: C[Li] (methyllithium), CN(C(=O)C1(CC1)C1=CC=CC=C1)C (1-phenyl-1-cyclopropanecarboxylic acid-dimethylamide), [Cl-].[NH4+] (ammonium chloride). Run in C1CCOC1 (THF). Conditions: temperature -10 celsius, time 2 hour. Yields the product C1(=CC=CC=C1)C1(CC1)C(C)=O (1-(Phenylcyclopropan-1-yl)-1-ethanone). RXN SMILES: CN(C)[C:3]([C:5]1([C:8]2[CH:13]=[CH:12][CH:11]=[CH:10][CH:9]=2)[CH2:7][CH2:6]1)=[O:4].[CH3:15][Li].[Cl-].[NH4+]>C1COCC1>[C:8]1([C:5]2([C:3](=[O:4])[CH3:15])[CH2:7][CH2:6]2)[CH:13]=[CH:12][CH:11]=[CH:10][CH:9]=1 |f:2.3|. Procedure details: 4.34 g of 27 is dissolved in 189 ml of THF, cooled to −10° C., and 21.5 ml of methyllithium solution (1.6 M in diethyl ether) is added in drops under nitrogen. It is stirred for 2 hours at this temperature, and the reaction mixture is then poured into saturated ammonium chloride solution. After extraction with ethyl acetate, the organic phase is dried on sodium sulfate and concentrated by evaporation. The residue is chromatographed on silica gel with ethyl acetate/hexane, whereby 3.7 g of title ...